Dataset: the Open Reaction Database (ORD), a public repository of structured organic reaction records. Task: describe an organic reaction: reactants, conditions, products, and yield The reactants are ICCCCCCC1=C(C(=CC=C1)OCC1=CC=CC=C1)OCC1=CC=CC=C1 (1-(6-iodohexyl)-2,3-bis(phenylmethoxy)benzene), COC(C1=C(C=C(C(=C1)Cl)O)CC(C)O)=O (5-chloro-2,4-dihydroxypropylbenzoic acid methyl ester), C([O-])([O-])=O.[K+].[K+] (potassium carbonate), CC(=O)C (acetone). Product: COC(C1=C(C(=C(C(=C1)Cl)OCCCCCCC1=C(C(=CC=C1)OCC1=CC=CC=C1)OCC1=CC=CC=C1)CCC)O)=O (5-chloro-2-hydroxy-4-[6-[2,3-bis(phenylmethoxy)phenyl]hexyloxy]-3-propylbenzoic acid methyl ester). The yield is 68.0%. RXN SMILES: I[CH2:2][CH2:3][CH2:4][CH2:5][CH2:6][CH2:7][C:8]1[CH:13]=[CH:12][CH:11]=[C:10]([O:14][CH2:15][C:16]2[CH:21]=[CH:20][CH:19]=[CH:18][CH:17]=2)[C:9]=1[O:22][CH2:23][C:24]1[CH:29]=[CH:28][CH:27]=[CH:26][CH:25]=1.[CH3:30][O:31][C:32](=[O:45])[C:33]1[CH:38]=[C:37]([Cl:39])[C:36]([OH:40])=[CH:35][C:34]=1CC(O)C.C(=O)([O-])[O-:47].[K+].[K+].[CH3:52][C:53]([CH3:55])=O>>[CH3:30][O:31][C:32](=[O:45])[C:33]1[CH:38]=[C:37]([Cl:39])[C:36]([O:40][CH2:2][CH2:3][CH2:4][CH2:5][CH2:6][CH2:7][C:8]2[CH:13]=[CH:12][CH:11]=[C:10]([O:14][CH2:15][C:16]3[CH:21]=[CH:20][CH:19]=[CH:18][CH:17]=3)[C:9]=2[O:22][CH2:23][C:24]2[CH:29]=[CH:28][CH:27]=[CH:26][CH:25]=2)=[C:35]([CH2:52][CH2:53][CH3:55])[C:34]=1[OH:47] |f:2.3.4|. Procedure details: A mixture of 0.41 g (0.8 mmol) of 1-(6-iodohexyl)-2,3-bis(phenylmethoxy)benzene, 0.18 g (0.74 mmol) of 5-chloro-2,4-dihydroxypropylbenzoic acid methyl ester and 0.22 g (1.6 mmol) of potassium carbonate in 15 mL of acetone was stirred at reflux for 16 hours. The reaction mixture was filtered and the filtrate was concentrated to an oil. Chromatography on 30 g of silica gel and elution with 10% ethyl acetate-hexane gave 0.31 g (68% yield) of 5-chloro-2-hydroxy-4-[6-[2,3-bis(phenylmethoxy)phenyl]hex... Product: COCC1(C)CCCN(CC2COc3ccccc3O2)C1. Reaction SMILES: [Br-:27].[CH3:23][I:24].[CH3:28][CH2:29][CH2:30][CH2:31][N+:32]([CH2:33][CH2:34][CH2:35][CH3:36])([CH2:37][CH2:38][CH2:39][CH3:40])[CH2:41][CH2:42][CH2:43][CH3:44].[CH3:45][c:46]1[cH:47][cH:48][cH:49][cH:50][cH:51]1.[CH3:52][CH2:53][O:54][C:55]([CH3:56])=[O:57].[Cl-:25].[Na+:22].[Na+:26].[O:1]1[CH:2]([CH2:11][N:12]2[CH2:13][C:14]([CH3:18])([CH2:19][OH:20])[CH2:15][CH2:16][CH2:17]2)[CH2:3][O:4][c:5]2[c:6]1[cH:7][cH:8][cH:9][cH:10]2.[OH-:21].[OH2:58]>>[O:1]1[CH:2]([CH2:11][N:12]2[CH2:13][C:14]([CH3:18])([CH2:19][O:20][CH3:23])[CH2:15][CH2:16][CH2:17]2)[CH2:3][O:4][c:5]2[c:6]1[cH:7][cH:8][cH:9][cH:10]2. The reactants are [Br-], CI, CCCC[N+](CCCC)(CCCC)CCCC, Cc1ccccc1, CCOC(C)=O, [Cl-], [Na+], [Na+], CC1(CO)CCCN(CC2COc3ccccc3O2)C1, [OH-], O. The reactants are NC=1C=C(OC2=C(C(=NC=C2)N)[N+](=O)[O-])C=C(C1)C(F)(F)F (4-(3-amino-5-(trifluoromethyl)phenoxy)-3-nitropyridin-2-amine), ClC1=C(C=C(C=C1)N=C=O)C(F)(F)F (4-chloro-3-trifluoromethylphenyl isocyanate). Yields the product NC1=NC=CC(=C1[N+](=O)[O-])OC=1C=C(C=C(C1)C(F)(F)F)NC(=O)NC1=CC(=C(C=C1)Cl)C(F)(F)F (1-(3-(2-amino-3-nitropyridin-4-yloxy)-5-(trifluoromethyl)phenyl)-3-(4-chloro-3-(trifluoromethyl)phenyl)urea). Isolated yield 98.0%. As a reaction SMILES: [NH2:1][C:2]1[CH:3]=[C:4]([CH:16]=[C:17]([C:19]([F:22])([F:21])[F:20])[CH:18]=1)[O:5][C:6]1[CH:11]=[CH:10][N:9]=[C:8]([NH2:12])[C:7]=1[N+:13]([O-:15])=[O:14].[Cl:23][C:24]1[CH:29]=[CH:28][C:27]([N:30]=[C:31]=[O:32])=[CH:26][C:25]=1[C:33]([F:36])([F:35])[F:34]>>[NH2:12][C:8]1[C:7]([N+:13]([O-:15])=[O:14])=[C:6]([O:5][C:4]2[CH:3]=[C:2]([NH:1][C:31]([NH:30][C:27]3[CH:28]=[CH:29][C:24]([Cl:23])=[C:25]([C:33]([F:35])([F:34])[F:36])[CH:26]=3)=[O:32])[CH:18]=[C:17]([C:19]([F:22])([F:20])[F:21])[CH:16]=2)[CH:11]=[CH:10][N:9]=1. Reported procedure: Method G was used with 4-(3-amino-5-(trifluoromethyl)phenoxy)-3-nitropyridin-2-amine and 4-chloro-3-trifluoromethylphenyl isocyanate to afford the title compound as a yellow powder (262 mg, 98%). 1H-NMR (δ, ppm, DMSO-d6): 6.17 (d, 1H, HPy,4, J=5.6 Hz), 7.19 (m, 1H, Harom), 7.28 (bs, 2H, NHPy), 7.56 (s, 1H, Harom), 7.61 (d, 1H, Harom, J=8.7 Hz), 7.68 (dd, 1H, Harom, J=8.7 Hz, J=2.1 Hz), 7.80 (s, 1H, Harom), 8.07 (d, 1H, Harom, J=2.3 Hz), 8.08 (d, 1H, HPy,5, J=5.6 Hz), 9.43 (bs, 2H, NHurea). 13C-N... Starting materials: CCO, CC(C)c1csc(COc2cccc(C=O)c2)n1, NCCCCNS(=O)(=O)c1ccc(Cl)cc1. Yields the product CC(C)c1csc(COc2cccc(CNCCCCNS(=O)(=O)c3ccc(Cl)cc3)c2)n1. As a reaction SMILES: [CH3:35][CH2:36][OH:37].[CH:1]([CH3:2])([CH3:3])[c:4]1[n:5][c:6]([CH2:9][O:10][c:11]2[cH:12][c:13]([CH:14]=[O:15])[cH:16][cH:17][cH:18]2)[s:7][cH:8]1.[Cl:19][c:20]1[cH:21][cH:22][c:23]([S:26](=[O:27])(=[O:28])[NH:29][CH2:30][CH2:31][CH2:32][CH2:33][NH2:34])[cH:24][cH:25]1>>[CH:1]([CH3:2])([CH3:3])[c:4]1[n:5][c:6]([CH2:9][O:10][c:11]2[cH:12][c:13]([CH2:14][NH:34][CH2:33][CH2:32][CH2:31][CH2:30][NH:29][S:26]([c:23]3[cH:22][cH:21][c:20]([Cl:19])[cH:25][cH:24]3)(=[O:27])=[O:28])[cH:16][cH:17][cH:18]2)[s:7][cH:8]1. The reactants are CC(O)C1CN(Cc2ccccc2)CC1c1ccc(C#N)cc1, Clc1ccc(Cl)nc1, [H-], [Na+], CN(C)C=O. The product is CC(Oc1ccc(Cl)cn1)C1CN(Cc2ccccc2)CC1c1ccc(C#N)cc1. RXN SMILES: [CH2:1]([c:2]1[cH:3][cH:4][cH:5][cH:6][cH:7]1)[N:8]1[CH2:9][CH:10]([c:16]2[cH:17][cH:18][c:19]([C:20]#[N:21])[cH:22][cH:23]2)[CH:11]([CH:13]([CH3:14])[OH:15])[CH2:12]1.[Cl:26][c:27]1[n:28][cH:29][c:30]([Cl:33])[cH:31][cH:32]1.[H-:25].[Na+:24].[O:34]=[CH:35][N:36]([CH3:37])[CH3:38]>>[CH2:1]([c:2]1[cH:3][cH:4][cH:5][cH:6][cH:7]1)[N:8]1[CH2:9][CH:10]([c:16]2[cH:17][cH:18][c:19]([C:20]#[N:21])[cH:22][cH:23]2)[CH:11]([CH:13]([CH3:14])[O:15][c:27]2[n:28][cH:29][c:30]([Cl:33])[cH:31][cH:32]2)[CH2:12]1. The reactants are C(C)(C)(C)C1=CC(=NO1)NC(C(C)(SCC1CNCCC1)C)=O (N-(5-tert-butyl-isoxazol-3-yl)-2-methyl-2-(piperidin-3-ylmethylsulfanyl)-propionamide), C(C)(C)N(C(C)C)CC (N,N-diisopropylethylamine), C(C)(=O)OC(C)=O (acetic anhydride). The product is C(C)(C)(C)C1=CC(=NO1)NC(C(C)C)=O (N-(5-tert-butyl-isoxazol-3-yl)-2-methyl-propionamide). Reaction SMILES: [C:1]([C:5]1[O:9][N:8]=[C:7]([NH:10][C:11](=[O:23])[C:12]([CH3:22])(SCC2CCCNC2)[CH3:13])[CH:6]=1)([CH3:4])([CH3:3])[CH3:2].C(N(CC)C(C)C)(C)C.C(OC(=O)C)(=O)C>>[C:1]([C:5]1[O:9][N:8]=[C:7]([NH:10][C:11](=[O:23])[CH:12]([CH3:13])[CH3:22])[CH:6]=1)([CH3:4])([CH3:3])[CH3:2]. Procedure: A solution of 175 mg (0.52 mmol) of N-(5-tert-butyl-isoxazol-3-yl)-2-methyl-2-(piperidin-3-ylmethylsulfanyl)-propionamide 0.18 mL (1.04 mmol) of N,N-diisopropylethylamine and acetic anhydride (1.5 mL) were heated for 0.5 h to 100° C. within a microwave (CEM discover). The solvent was removed under reduced pressure. The residue was dissolved in DCM (5 mL) and washed with saturated aqueous NaHCO3 solution (5 mL). The organic phase was dried over Na2SO4, filtered and the filtrate concentrated under...